Task: describe an organic reaction: reactants, conditions, products, and yield. Dataset: the Open Reaction Database (ORD), a public repository of structured organic reaction records Starting materials: NC1=CC=C(OC2=NC=CC=C2C2=CCN(CC2)C(C)=O)C=C1 (1-(4-(2-(4-aminophenoxy)pyridin-3-yl)-5,6-dihydropyridin-1(2H)-yl)ethanone). Reagents/catalysts: [Pd] (palladium). Solvent: C(C)O (ethanol). The product is NC1=CC=C(OC2=NC=CC=C2C2CCN(CC2)C(C)=O)C=C1 (1-(4-(2-(4-aminophenoxy)pyridin-3-yl)piperidin-1-yl)ethanone). Reaction SMILES: [NH2:1][C:2]1[CH:23]=[CH:22][C:5]([O:6][C:7]2[C:12]([C:13]3[CH2:18][CH2:17][N:16]([C:19](=[O:21])[CH3:20])[CH2:15][CH:14]=3)=[CH:11][CH:10]=[CH:9][N:8]=2)=[CH:4][CH:3]=1>C(O)C.[Pd]>[NH2:1][C:2]1[CH:3]=[CH:4][C:5]([O:6][C:7]2[C:12]([CH:13]3[CH2:18][CH2:17][N:16]([C:19](=[O:21])[CH3:20])[CH2:15][CH2:14]3)=[CH:11][CH:10]=[CH:9][N:8]=2)=[CH:22][CH:23]=1. Procedure: A solution of 1-(4-(2-(4-aminophenoxy)pyridin-3-yl)-5,6-dihydropyridin-1(2H)-yl)ethanone (0.98 g, 3.17 mmol) in ethanol (16 mL) was added palladium, 10 wt. % on carbon (0.1 g, 0.094 mmol) and hydrogenated (double-walled balloon pressure) at room temperature for 18 h. The reaction mixture was filtered via a pad of Celite, and the filtrate was concentrated in vacuo and chromatographed via flash column chromatography (20% to 80% EtOAc/Hexanes) to give 1-(4-(2-(4-aminophenoxy)pyridin-3-yl)piperidin-... Starting materials: O=C([O-])[O-], O=C(Cl)Oc1ccccc1, ClCCl, [K+], [K+], CC(C)(c1cc(N)n(-c2ccccc2)n1)C(F)(F)F. Product: CC(C)(c1cc(NC(=O)Oc2ccccc2)n(-c2ccccc2)n1)C(F)(F)F. Reaction SMILES: [C:20](=[O:21])([O-:22])[O-:23].[Cl:26][C:27](=[O:28])[O:29][c:30]1[cH:31][cH:32][cH:33][cH:34][cH:35]1.[Cl:36][CH2:37][Cl:38].[K+:24].[K+:25].[c:1]1(-[n:7]2[n:8][c:9]([C:13]([C:14]([F:15])([F:16])[F:17])([CH3:18])[CH3:19])[cH:10][c:11]2[NH2:12])[cH:2][cH:3][cH:4][cH:5][cH:6]1>>[c:1]1(-[n:7]2[n:8][c:9]([C:13]([C:14]([F:15])([F:16])[F:17])([CH3:18])[CH3:19])[cH:10][c:11]2[NH:12][C:27](=[O:28])[O:29][c:30]2[cH:31][cH:32][cH:33][cH:34][cH:35]2)[cH:2][cH:3][cH:4][cH:5][cH:6]1. Yields the product N#CC1=C(C2CCNCC2)Nc2n[nH]cc2C1c1cccc2nonc12. The reactants are O=C(O)C(F)(F)F, CC(C)(C)OC(=O)N1CCC(C2=C(C#N)C(c3cccc4nonc34)c3c[nH]nc3N2)CC1. As a reaction SMILES: [OH:34][C:35]([C:36]([F:37])([F:38])[F:39])=[O:40].[n:1]1[o:2][n:3][c:4]2[c:5]1[cH:6][cH:7][cH:8][c:9]2[CH:10]1[c:11]2[c:12]([n:31][nH:32][cH:33]2)[NH:13][C:14]([CH:18]2[CH2:19][CH2:20][N:21]([C:24]([O:25][C:26]([CH3:27])([CH3:28])[CH3:29])=[O:30])[CH2:22][CH2:23]2)=[C:15]1[C:16]#[N:17]>>[n:1]1[o:2][n:3][c:4]2[c:5]1[cH:6][cH:7][cH:8][c:9]2[CH:10]1[c:11]2[c:12]([n:31][nH:32][cH:33]2)[NH:13][C:14]([CH:18]2[CH2:19][CH2:20][NH:21][CH2:22][CH2:23]2)=[C:15]1[C:16]#[N:17]. Procedure: 3-[(3,4-Dichloro-benzyl-methyl-carbamoyl]-2-hydroxy-acrylic acid methyl ester (Compound 12-B) was treated with paraformaldehyde and cyclopropylamine as described in the preparation of Compound 12. The title compound was extracted with EtOAc and the organic layer was washed with H2O, and dried over Na2SO4. After concentration, the resulting residue was triturated with EtOAc/Hexane (1:1) to give a white solid (52.7 mg, 30% yield). Mp=163–164° C. 1H NMR (300 MHz, CDCl3) δ: 9.97 (bs, 1H), 7.42, (d, ... Starting materials: COC(C(=CC(N(C)CC1=CC(=C(C=C1)Cl)Cl)=O)O)=O ((3,4-Dichloro-benzyl-methyl-carbamoyl]-2-hydroxy-acrylic acid methyl ester), COC(C(=CC(N(C)CC1=CC(=C(C=C1)Cl)Cl)=O)O)=O ((3,4-Dichloro-benzyl-methyl-carbamoyl]-2-hydroxy-acrylic acid methyl ester), C=O (paraformaldehyde), C1(CC1)N (cyclopropylamine), ClC=1C=C(CN(C(=O)C=2CN(C(C2O)=O)C)C)C=CC1Cl (4-Hydroxy-1-methyl-5-oxo-2,5-dihydro-1H-pyrrole-3-carboxylic acid (3,4-dichloro-benzyl)-methyl amide). The yield is 30.0%. As a reaction SMILES: CO[C:3](=[O:20])[C:4]([OH:19])=[CH:5][C:6](=[O:18])[N:7]([CH2:9][C:10]1[CH:15]=[CH:14][C:13]([Cl:16])=[C:12]([Cl:17])[CH:11]=1)[CH3:8].C=O.C1(N)CC1.ClC1C=C(C=CC=1Cl)CN(C)C([C:35]1C[N:37]([CH3:42])[C:38](=O)[C:39]=1O)=O>>[Cl:17][C:12]1[CH:11]=[C:10]([CH:15]=[CH:14][C:13]=1[Cl:16])[CH2:9][N:7]([CH3:8])[C:6]([C:5]1[CH2:42][N:37]([CH:38]2[CH2:39][CH2:35]2)[C:3](=[O:20])[C:4]=1[OH:19])=[O:18]. The product is ClC=1C=C(CN(C(=O)C=2CN(C(C2O)=O)C2CC2)C)C=CC1Cl (1-Cyclopropyl-4-hydroxy-5-oxo-2,5-dihydro-1H-pyrrole-3-carboxylic acid (3,4-dichloro-benzyl)-methyl-amide).